Dataset: the Open Reaction Database (ORD), a public repository of structured organic reaction records. Task: describe an organic reaction: reactants, conditions, products, and yield Starting materials: C(C1=CC=CC=C1)N1CCNCC1 (1-Benzylpiperazine), C(Cl)C1CO1 (epichlorohydrin), C(=O)(O)[O-].[Na+] (NaHCO3). Solvent: CCO (EtOH), CCO (EtOH). Yields the product ClCC(CN1CCN(CC1)CC1=CC=CC=C1)O (1-(1-Chloro-2-hydroxy-3-propanyl)-4-benzylpiperazine). The yield is 75.3%. RXN SMILES: [CH2:1]([N:8]1[CH2:13][CH2:12][NH:11][CH2:10][CH2:9]1)[C:2]1[CH:7]=[CH:6][CH:5]=[CH:4][CH:3]=1.[CH2:14]([CH:16]1[O:18][CH2:17]1)[Cl:15].C([O-])(O)=O.[Na+]>CCO>[Cl:15][CH2:14][CH:16]([OH:18])[CH2:17][N:11]1[CH2:12][CH2:13][N:8]([CH2:1][C:2]2[CH:3]=[CH:4][CH:5]=[CH:6][CH:7]=2)[CH2:9][CH2:10]1 |f:2.3|. Procedure details: 1-Benzylpiperazine (8.66 mL, 50 mmol) in EtOH (100 mL) was added dropwise to epichlorohydrin (3.92 mL, 50 mmol) in EtOH (25 mL) with NaHCO3 (4.2 g, 50 mmol) over 30 min at 0° C. under nitrogen. After 16 h the EtOH was removed in vacuo and the crude product eluted through silica gel (5% methanol: methylene chloride) to give pure product (10.12 g, 75.3%) as an amber oil. DCI/MS (M+1) 269. 400 MHz 1H NMR (CDCl3) δ: 7.3 (m, 5H), 4.95 (m, 1H), 4.5 & 4.6 (m, 2H), 3.95 (m, 1H), 3.6 (m, 2H), 3.5 (s, 2H)... As a reaction SMILES: [F:1][C:2]([F:32])([F:31])[C:3]1[C:8]2[C:9]([C:16]3[CH:21]=[CH:20][C:19]([O:22][CH2:23][CH3:24])=[CH:18][CH:17]=3)=[N:10][CH2:11][C:12]([NH:14][NH2:15])=[N:13][C:7]=2[CH:6]=[C:5]([S:25]([CH2:28][CH2:29][CH3:30])(=[O:27])=[O:26])[CH:4]=1.[Cl:33][CH:34]([Cl:38])[C:35](Cl)=O.C([O-])(=O)C.[Na+]>>[Cl:33][CH:34]([Cl:38])[C:35]1[N:13]2[C:7]3[CH:6]=[C:5]([S:25]([CH2:28][CH2:29][CH3:30])(=[O:26])=[O:27])[CH:4]=[C:3]([C:2]([F:31])([F:1])[F:32])[C:8]=3[C:9]([C:16]3[CH:17]=[CH:18][C:19]([O:22][CH2:23][CH3:24])=[CH:20][CH:21]=3)=[N:10][CH2:11][C:12]2=[N:14][N:15]=1 |f:2.3|. Product: ClC(C1=NN=C2N1C1=C(C(=NC2)C2=CC=C(C=C2)OCC)C(=CC(=C1)S(=O)(=O)CCC)C(F)(F)F)Cl (1-(dichloromethyl)-7-trifluoromethyl-9-propylsulfonyl-6-(p-ethoxyphenyl)-4H-s-triazolo[4,3-a][1,4]benzodiazepine). Procedure: In the manner given in Example 1, 6-trifluoromethyl-8-propylsulfonyl-5-(p-ethoxyphenyl)-3H-1,4-benzodiazepin-2-yl hydrazine was reacted with dichloroacetyl chloride and after 1.5 hours with sodium acetate, then refluxed to give 1-(dichloromethyl)-7-trifluoromethyl-9-propylsulfonyl-6-(p-ethoxyphenyl)-4H-s-triazolo[4,3-a][1,4]benzodiazepine. The reactants are FC(C1=CC(=CC2=C1C(=NCC(=N2)NN)C2=CC=C(C=C2)OCC)S(=O)(=O)CCC)(F)F (6-trifluoromethyl-8-propylsulfonyl-5-(p-ethoxyphenyl)-3H-1,4-benzodiazepin-2-yl hydrazine), ClC(C(=O)Cl)Cl (dichloroacetyl chloride), C(C)(=O)[O-].[Na+] (sodium acetate). Starting materials: N1=C2C(=CC=C1)CC1=C(S2)C=CC(=C1)C(C(=O)OCC)C (ethyl 2-(5H-[1]benzothiopyrano[2,3-b]pyridin-7-yl)propionate), [OH-].[Na+] (sodium hydroxide). The solvent is C(C)O (ethanol), O (water). Yields the product N1=C2C(=CC=C1)CC1=C(S2)C=CC(=C1)C(C(=O)O)C (2-(5H-[1]benzothiopyrano[2,3-b]pyridin-7-yl)propionic acid). The yield is 88.3%. As a reaction SMILES: [N:1]1[CH:6]=[CH:5][CH:4]=[C:3]2[CH2:7][C:8]3[CH:14]=[C:13]([CH:15]([CH3:21])[C:16]([O:18]CC)=[O:17])[CH:12]=[CH:11][C:9]=3[S:10][C:2]=12.[OH-].[Na+]>C(O)C.O>[N:1]1[CH:6]=[CH:5][CH:4]=[C:3]2[CH2:7][C:8]3[CH:14]=[C:13]([CH:15]([CH3:21])[C:16]([OH:18])=[O:17])[CH:12]=[CH:11][C:9]=3[S:10][C:2]=12 |f:1.2|. Reported procedure: A mixture of 3 g of ethyl 2-(5H-[1]benzothiopyrano[2,3-b]pyridin-7-yl)propionate and 0.48 g of sodium hydroxide is dissolved in a mixture of 25 ml of ethanol and 5 ml of water, and the solution is heated under reflux for 1.5 hours. The ethanol is distilled off under reduced pressure, and water is added to the residue. The mixture is made acid with acetic acid, and the crystalline precipitate is filtered off and recrystallized from aqueous dioxane to give 2.4 g of 2-(5H-[1]benzothiopyrano[2,3-b]p... The reactants are hydrochloride salt, CO (methanol), ClC1=NC=NC2=CC=C(C=C12)N1CCOCC1 (4-Chloro-6-morpholino-quinazoline), ClC1=CC=C2CCNC2=C1 (6-chloroindoline), N1=CC=CC=C1 (pyridine). Solvent: Cl (hydrogen chloride), CCOCC (ether), ClCCCl (1,2-dichloroethane). Yields the product ClC1=CC=C2CCN(C2=C1)C1=NC=NC2=CC=C(C=C12)N1CCOCC1 (4-(6-Chloro-2,3-dihydro-indol-1-yl)-6-morpholin-4-yl-quinazoline). RXN SMILES: Cl[C:2]1[C:11]2[C:6](=[CH:7][CH:8]=[C:9]([N:12]3[CH2:17][CH2:16][O:15][CH2:14][CH2:13]3)[CH:10]=2)[N:5]=[CH:4][N:3]=1.[Cl:18][C:19]1[CH:27]=[C:26]2[C:22]([CH2:23][CH2:24][NH:25]2)=[CH:21][CH:20]=1.N1C=CC=CC=1.CO>ClCCCl.Cl.CCOCC>[Cl:18][C:19]1[CH:27]=[C:26]2[C:22]([CH2:23][CH2:24][N:25]2[C:2]2[C:11]3[C:6](=[CH:7][CH:8]=[C:9]([N:12]4[CH2:17][CH2:16][O:15][CH2:14][CH2:13]4)[CH:10]=3)[N:5]=[CH:4][N:3]=2)=[CH:21][CH:20]=1. Reported procedure: 4-Chloro-6-morpholino-quinazoline (382 mg, 1.53 mmol) and 6-chloroindoline (258 mg, 1.63 mmol) were heated at reflux in 8 mL of 1,2-dichloroethane and pyridine (264 mg, 3.36 mmol) for 16 hours. The reaction mixture was vacuum evaporated and partitioned between 100 mL of ethyl acetate and 50 mL of 5% sodium bicarbonate. The organic layer was washed with an additional 50 mL of bicarbonate and 50 mL of brine, dried with magnesium sulfate, filtered and evaporated in vacuo to a residue. This was puri... Starting materials: CCOC(C)=O, O=C(Cl)Oc1ccccc1, Nc1cnc(-c2ccccc2)cn1, c1ccncc1. Product: O=C(Nc1cnc(-c2ccccc2)cn1)Oc1ccccc1. Reaction SMILES: [CH3:30][CH2:31][O:32][C:33]([CH3:34])=[O:35].[Cl:1][C:2](=[O:3])[O:4][c:5]1[cH:6][cH:7][cH:8][cH:9][cH:10]1.[NH2:11][c:12]1[n:13][cH:14][c:15](-[c:18]2[cH:19][cH:20][cH:21][cH:22][cH:23]2)[n:16][cH:17]1.[cH:24]1[cH:25][cH:26][n:27][cH:28][cH:29]1>>[C:2](=[O:3])([O:4][c:5]1[cH:6][cH:7][cH:8][cH:9][cH:10]1)[NH:11][c:12]1[n:13][cH:14][c:15](-[c:18]2[cH:19][cH:20][cH:21][cH:22][cH:23]2)[n:16][cH:17]1. Starting materials: O=C([O-])[O-], COC(=O)c1c[nH]c2cc(Br)ccc12, CI, CC#N, [K+], [K+]. Yields the product COC(=O)c1cn(C)c2cc(Br)ccc12. As a reaction SMILES: [C:15](=[O:16])([O-:17])[O-:18].[CH3:1][O:2][C:3](=[O:4])[c:5]1[cH:6][nH:7][c:8]2[cH:9][c:10]([Br:14])[cH:11][cH:12][c:13]12.[CH3:21][I:22].[CH3:23][C:24]#[N:25].[K+:19].[K+:20]>>[CH3:1][O:2][C:3](=[O:4])[c:5]1[cH:6][n:7]([CH3:15])[c:8]2[cH:9][c:10]([Br:14])[cH:11][cH:12][c:13]12. Reactants: O (water), CCN(CC)CCOC=1C=CC(=CC1)/C(=C(\C=2C=CC=CC2)/Cl)/C=3C=CC=CC3 (Clomiphene), C(C)(C)(C)[Li] (t-Butyl lithium), C1CO1 (ethylene oxide), aliphatic. Solvent: O1CCCC1 (tetrahydrofuran). Reaction conditions: time 5 minute. Yields the product CCN(CC)CCOC1=CC=C(C=C1)/C(=C(/CCO)\C2=CC=CC=C2)/C3=CC=CC=C3 (N,N-Diethylhydroxytamoxifen). RXN SMILES: [CH3:1][CH2:2][N:3]([CH2:6][CH2:7][O:8][C:9]1[CH:10]=[CH:11][C:12](/[C:15](/[C:24]2[CH:25]=[CH:26][CH:27]=[CH:28][CH:29]=2)=[C:16](/Cl)\[C:17]2[CH:18]=[CH:19][CH:20]=[CH:21][CH:22]=2)=[CH:13][CH:14]=1)[CH2:4][CH3:5].C([Li])(C)(C)C.[CH2:35]1[O:37][CH2:36]1.O>O1CCCC1>[CH3:1][CH2:2][N:3]([CH2:6][CH2:7][O:8][C:9]1[CH:10]=[CH:11][C:12](/[C:15](/[C:24]2[CH:25]=[CH:26][CH:27]=[CH:28][CH:29]=2)=[C:16](\[C:17]2[CH:18]=[CH:19][CH:20]=[CH:21][CH:22]=2)/[CH2:35][CH2:36][OH:37])=[CH:13][CH:14]=1)[CH2:4][CH3:5]. Procedure details: Clomiphene (6.06 q, 14.9 mmol) was dissolved in tetrahydrofuran (100 ml) and cooled to -40° C. t-Butyl lithium (1 M in pentane, 24 mmol) was added slowly. After 5 minutes, ethylene oxide (14.6 ml, 290 mmol) was added, and the reaction mixture was stirred for 6 hours, poured into water and extracted with ether. The ether layer was evaporated and chromatographed on a silica gel column using 1:1:0.1 ether/petroleum ether/triethylamine as eluant to yield trans product (1.96 g, 27.1%, oil): and cis p...